Dataset: the Open Reaction Database (ORD), a public repository of structured organic reaction records. Task: describe an organic reaction: reactants, conditions, products, and yield Reactants: C(C1=CC=CC=C1)OC(=O)N1CC(N(C=C1)NC(=O)OC(C)(C)C)=O (4-benzyloxycarbonyl-1-(tert-butoxycarbonylamino)-2-oxo-1,2,3,4-tetrahydropyrazine). Reagents/catalysts: [Pd] (Pd/C). The solvent is CO (methanol). Yields the product C(C)(C)(C)OC(=O)NN1C(CNCC1)=O (1-(tert-butoxycarbonylamino)-2-piperazinone). Reaction SMILES: C(OC([N:11]1[CH:16]=[CH:15][N:14]([NH:17][C:18]([O:20][C:21]([CH3:24])([CH3:23])[CH3:22])=[O:19])[C:13](=[O:25])[CH2:12]1)=O)C1C=CC=CC=1>CO.[Pd]>[C:21]([O:20][C:18]([NH:17][N:14]1[CH2:15][CH2:16][NH:11][CH2:12][C:13]1=[O:25])=[O:19])([CH3:24])([CH3:22])[CH3:23]. Reported procedure: A solution of 4-benzyloxycarbonyl-1-(tert-butoxycarbonylamino)-2-oxo-1,2,3,4-tetrahydropyrazine (1.8 g) and 10% Pd/C (300 mg) in methanol (40 ml) was stirred at room temperature for 15 hours under a hydrogen atmosphere. The catalyst was filtered off and the reaction mixture was concentrated to obtain 1-(tert-butoxycarbonylamino)-2-piperazinone as a colorless oil. As a reaction SMILES: [CH3:1][CH:2]([CH2:5][CH3:6])[CH2:3][NH2:4].Cl.[CH2:8]([N:10]([CH2:32][CH3:33])[CH2:11][CH:12]([N:14]1[C:27]2[CH:26]=[C:25]([C:28](=[NH:31])OC)[CH:24]=[CH:23][C:22]=2[S:21][C:20]2[C:15]1=[CH:16][CH:17]=[CH:18][CH:19]=2)[CH3:13])[CH3:9].C(OCC)(=O)C>CO>[CH2:8]([N:10]([CH2:32][CH3:33])[CH2:11][CH:12]([N:14]1[C:27]2[CH:26]=[C:25]([C:28]([NH:4][CH2:3][CH:2]([CH3:1])[CH2:5][CH3:6])=[NH:31])[CH:24]=[CH:23][C:22]=2[S:21][C:20]2[C:15]1=[CH:16][CH:17]=[CH:18][CH:19]=2)[CH3:13])[CH3:9] |f:1.2|. Run at temperature 5 celsius, time 2 hour. Procedure details: A solution of (2RS)-2-methylbutylamine (3.18 cc) in methanol (5 cc) is added dropwise in the course of 5 minutes to a solution, cooled to 0°-5° C., of methyl 10-[(2RS)-1-diethylamino-2-propyl]-2-phenothiazinecarboximidate hydrochloride (3.49 g) in methanol (21 cc). The mixture is stirred for 2 hours at 5° C. and then concentrated to dryness under reduced pressure (30 mm Hg; 4 kPa) at 50° C. to give a residue which is taken up with ethyl acetate (50 cc). The solution is washed with distilled wate... Product: C(C)N(CC(C)N1C2=CC=CC=C2SC=2C=CC(=CC12)C(=N)NCC(CC)C)CC (10-[(2RS)-1-diethylamino-2-propyl]-N-[ (2RS)-2-methylbutyl]-2-phenothiazinecarboxamidine). Starting materials: Cl.C(C)N(CC(C)N1C2=CC=CC=C2SC=2C=CC(=CC12)C(OC)=N)CC (methyl 10-[(2RS)-1-diethylamino-2-propyl]-2-phenothiazinecarboximidate hydrochloride), CC(CN)CC ((2RS)-2-methylbutylamine), C(C)(=O)OCC (ethyl acetate). Solvent: CO (methanol), CO (methanol). Product: Fc1cccc(F)c1Cn1c(-c2c(F)cccc2F)nc2c(CCl)cccc21. As a reaction SMILES: [Cl:33][CH:34]([Cl:35])[Cl:36].[F:1][c:2]1[c:3]([CH2:4][n:5]2[c:6](-[c:16]3[c:17]([F:23])[cH:18][cH:19][cH:20][c:21]3[F:22])[n:7][c:8]3[c:9]2[cH:10][cH:11][cH:12][c:13]3[CH2:14][OH:15])[c:24]([F:28])[cH:25][cH:26][cH:27]1.[S:29]([Cl:30])([Cl:31])=[O:32]>>[F:1][c:2]1[c:3]([CH2:4][n:5]2[c:6](-[c:16]3[c:17]([F:23])[cH:18][cH:19][cH:20][c:21]3[F:22])[n:7][c:8]3[c:9]2[cH:10][cH:11][cH:12][c:13]3[CH2:14][Cl:31])[c:24]([F:28])[cH:25][cH:26][cH:27]1. Starting materials: ClC(Cl)Cl, OCc1cccc2c1nc(-c1c(F)cccc1F)n2Cc1c(F)cccc1F, O=S(Cl)Cl.